This data is from the Open Reaction Database (ORD), a public repository of structured organic reaction records. The task is: describe an organic reaction: reactants, conditions, products, and yield Reactants: NC1=NC=CC=C1OCC1=C(C=C(C=C1C)C)C (2-amino-3-(2,4,6-trimethylbenzyloxy)pyridine), Cl.C1(=CC=CC=C1)CC(OCC)=N (ethyl phenylacetimidate hydrochloride). Solvent: C(C)O (ethanol). The product is Cl.CC1=C(COC=2C(=NC=CC2)NC(CC2=CC=CC=C2)=N)C(=CC(=C1)C)C (N-(3-(2,4,6-Trimethylbenzyloxy)-2-pyridyl)phenyl-acetamidine hydrochloride). Yield: 24.6%. RXN SMILES: [NH2:1][C:2]1[C:7]([O:8][CH2:9][C:10]2[C:15]([CH3:16])=[CH:14][C:13]([CH3:17])=[CH:12][C:11]=2[CH3:18])=[CH:6][CH:5]=[CH:4][N:3]=1.[ClH:19].[C:20]1([CH2:26][C:27](=[NH:31])OCC)[CH:25]=[CH:24][CH:23]=[CH:22][CH:21]=1>C(O)C>[ClH:19].[CH3:18][C:11]1[CH:12]=[C:13]([CH3:17])[CH:14]=[C:15]([CH3:16])[C:10]=1[CH2:9][O:8][C:7]1[C:2]([NH:1][C:27](=[NH:31])[CH2:26][C:20]2[CH:25]=[CH:24][CH:23]=[CH:22][CH:21]=2)=[N:3][CH:4]=[CH:5][CH:6]=1 |f:1.2,4.5|. Procedure: A mixture of 2-amino-3-(2,4,6-trimethylbenzyloxy)pyridine (4.84 g, 20 mmol) and ethyl phenylacetimidate hydrochloride (4.39 g, 22 mmol) in ethanol (80 ml) was heated under reflux for 2 hours. Evaporation of the solvent gave an oil which was purified by flash chromatography (chloroform/methanol) to obtain the product (1.95 g), m.p. 173°-178° C.